This data is from the Open Reaction Database (ORD), a public repository of structured organic reaction records. The task is: describe an organic reaction: reactants, conditions, products, and yield The reactants are COc1ccc(CN)c(OC)c1, Cn1cnc2c(Cl)nc(Cl)cc21, O. The product is COc1ccc(CNc2nc(Cl)cc3c2ncn3C)c(OC)c1. Reaction SMILES: [CH3:13][O:14][c:15]1[c:16]([CH2:17][NH2:18])[cH:19][cH:20][c:21]([O:23][CH3:24])[cH:22]1.[Cl:1][c:2]1[n:3][c:4]([Cl:12])[cH:5][c:6]2[c:7]1[n:8][cH:9][n:10]2[CH3:11].[OH2:25]>>[c:2]1([NH:18][CH2:17][c:16]2[c:15]([O:14][CH3:13])[cH:22][c:21]([O:23][CH3:24])[cH:20][cH:19]2)[n:3][c:4]([Cl:12])[cH:5][c:6]2[c:7]1[n:8][cH:9][n:10]2[CH3:11]. Reactants: [BH4-], CCOCC, CCO, CCOC(C)=O, [Cl-], N#CC1CC1C(=O)c1ccc(Cl)cc1F, [NH4+], [Na+]. The product is N#CC1CC1C(O)c1ccc(Cl)cc1F. RXN SMILES: [BH4-:1].[CH3:20][CH2:21][O:22][CH2:23][CH3:24].[CH3:25][CH2:26][OH:27].[CH3:28][CH2:29][O:30][C:31](=[O:32])[CH3:33].[Cl-:18].[Cl:3][c:4]1[cH:5][c:6]([F:17])[c:7]([C:8](=[O:9])[CH:10]2[CH:11]([C:13]#[N:14])[CH2:12]2)[cH:15][cH:16]1.[NH4+:19].[Na+:2]>>[Cl:3][c:4]1[cH:5][c:6]([F:17])[c:7]([CH:8]([OH:9])[CH:10]2[CH:11]([C:13]#[N:14])[CH2:12]2)[cH:15][cH:16]1. Reactants: O=C(CSC1=CC=C(C=C1)CC(=O)O)C ([4-(2-oxo-propylsulfanyl)-phenyl]-acetic acid), Cl.ClC=1C=C(C=CC1)NN (3-chlorophenylhydrazine hydrochloride). Product: ClC1=CC=C2C(=C(NC2=C1)C)SC1=CC=C(C=C1)CC(=O)O ([4-(6-Chloro-2-methyl-1H-indol-3-ylsulfanyl)-phenyl]-acetic acid). RXN SMILES: O=[C:2]([CH3:15])[CH2:3][S:4][C:5]1[CH:10]=[CH:9][C:8]([CH2:11][C:12]([OH:14])=[O:13])=[CH:7][CH:6]=1.Cl.[Cl:17][C:18]1[CH:19]=[C:20]([NH:24]N)[CH:21]=[CH:22][CH:23]=1>>[Cl:17][C:18]1[CH:19]=[C:20]2[C:21]([C:3]([S:4][C:5]3[CH:10]=[CH:9][C:8]([CH2:11][C:12]([OH:14])=[O:13])=[CH:7][CH:6]=3)=[C:2]([CH3:15])[NH:24]2)=[CH:22][CH:23]=1 |f:1.2|. Procedure details: Prepared according to the procedure described in Example 2, Step 1, using the following starting materials: [4-(2-oxo-propylsulfanyl)-phenyl]-acetic acid and 3-chlorophenylhydrazine hydrochloride. Reactants: [Li]CCCC, C1CCOC1, CC(C)Cc1ccc(-c2nc(-c3ncc(Cl)cn3)no2)cc1, CN(C)C=O. Yields the product CC(C)Cc1ccc(-c2nc(-c3ncc(C=O)cn3)no2)cc1. As a reaction SMILES: [CH2:1]([Li:2])[CH2:3][CH2:4][CH3:5].[CH2:28]1[CH2:30][CH2:29][CH2:31][O:32]1.[Cl:6][c:7]1[cH:8][n:9][c:10](-[c:13]2[n:14][o:15][c:16](-[c:18]3[cH:19][cH:20][c:21]([CH2:24][CH:25]([CH3:26])[CH3:27])[cH:22][cH:23]3)[n:17]2)[n:11][cH:12]1.[O:33]=[CH:34][N:35]([CH3:36])[CH3:37]>>[c:7]1([CH:31]=[O:32])[cH:8][n:9][c:10](-[c:13]2[n:14][o:15][c:16](-[c:18]3[cH:19][cH:20][c:21]([CH2:24][CH:25]([CH3:26])[CH3:27])[cH:22][cH:23]3)[n:17]2)[n:11][cH:12]1. The reactants are CC1(C)CC(OC(=O)c2ccccc2)CC(C)(C)N1O, C=CC(=O)OC1CC(C)(C)N(OC)C(C)(C)C1. Product: CON1C(C)(C)CC(OC(=O)CCON2C(C)(C)CC(OC(=O)c3ccccc3)CC2(C)C)CC1(C)C. As a reaction SMILES: [C:1]([c:2]1[cH:3][cH:4][cH:5][cH:6][cH:7]1)(=[O:8])[O:9][CH:10]1[CH2:11][C:12]([CH3:19])([CH3:20])[N:13]([OH:18])[C:14]([CH3:16])([CH3:17])[CH2:15]1.[C:21]([CH:22]=[CH2:23])(=[O:24])[O:25][CH:26]1[CH2:27][C:28]([CH3:36])([CH3:37])[N:29]([O:34][CH3:35])[C:30]([CH3:32])([CH3:33])[CH2:31]1>>[C:1]([c:2]1[cH:3][cH:4][cH:5][cH:6][cH:7]1)(=[O:8])[O:9][CH:10]1[CH2:11][C:12]([CH3:19])([CH3:20])[N:13]([O:18][CH2:23][CH2:22][C:21](=[O:24])[O:25][CH:26]2[CH2:27][C:28]([CH3:36])([CH3:37])[N:29]([O:34][CH3:35])[C:30]([CH3:32])([CH3:33])[CH2:31]2)[C:14]([CH3:16])([CH3:17])[CH2:15]1. Reactants: O=C(CC[C@H]1[C@H](CN(CC1)C(=O)OC(C)(C)C)CC(=O)O)C1=CC=NC2=CC=C(C=C12)OC ((3R,4R)-4-[3-oxo-3-(6-methoxyquinolin-4-yl)propyl]-1-(tert-butyloxycarbonyl)piperidine-3-acetic acid), S(O)(O)(=O)=O (sulfuric acid), CO (methanol), C(O)([O-])=O.[Na+] (sodium hydrogencarbonate). Solvent: O (water). Reaction conditions: temperature 65 celsius, time 2 hour. Yields the product O=C(CC[C@H]1[C@H](CNCC1)CC(=O)OC)C1=CC=NC2=CC=C(C=C12)OC (methyl (3R,4R)-4-[3-oxo-3-(6-methoxyquinolin-4-yl)propyl]piperidine-3-acetate). As a reaction SMILES: [O:1]=[C:2]([C:22]1[C:31]2[C:26](=[CH:27][CH:28]=[C:29]([O:32][CH3:33])[CH:30]=2)[N:25]=[CH:24][CH:23]=1)[CH2:3][CH2:4][C@@H:5]1[CH2:10][CH2:9][N:8](C(OC(C)(C)C)=O)[CH2:7][C@@H:6]1[CH2:18]C(O)=O.S(=O)(=O)(O)O.[C:39](=[O:42])([O-])[OH:40].[Na+].[CH3:44]O>O>[O:1]=[C:2]([C:22]1[C:31]2[C:26](=[CH:27][CH:28]=[C:29]([O:32][CH3:33])[CH:30]=2)[N:25]=[CH:24][CH:23]=1)[CH2:3][CH2:4][C@@H:5]1[CH2:10][CH2:9][NH:8][CH2:7][C@@H:6]1[CH2:18][C:39]([O:40][CH3:44])=[O:42] |f:2.3|. Reported procedure: A solution of 10.8 g of (3R,4R)-4-[3-oxo-3-(6-methoxyquinolin-4-yl)propyl]-1-(tert-butyloxycarbonyl)piperidine-3-acetic acid in 460 cm3 of anhydrous methanol to which 4.3 cm3 of concentrated sulfuric acid (d =1.83) had been added was heated at a temperature in the region of 65° C. with stirring for 2 hours. After cooling to approximately 20° C., the reaction mixture was evaporated under reduced pressure (5 kPa) at a temperature in the region of 40° C. and then the residue obtained was taken up i... Isolated yield 75.0%. Product: NC(CO)(CO)C1CC2=CC=C(C=C2CC1)CCCCCCCC (2-Amino-2-(6-octyl-1,2,3,4-tetrahydro-naphthalen-2-yl)-propane-1,3-diol). Run in CO (MeOH), C1CCOC1 (THF), O (water), C(C)(=O)OCC (ethyl acetate). RXN SMILES: [OH:1][CH2:2][C:3]([NH:24]C(=O)C)([CH2:22][OH:23])[CH:4]1[CH2:13][CH2:12][C:11]2[C:6](=[CH:7][CH:8]=[C:9]([CH2:14][CH2:15][CH2:16][CH2:17][CH2:18][CH2:19][CH2:20][CH3:21])[CH:10]=2)[CH2:5]1.O[Li].O>CO.C1COCC1.O.C(OCC)(=O)C>[NH2:24][C:3]([CH:4]1[CH2:13][CH2:12][C:11]2[C:6](=[CH:7][CH:8]=[C:9]([CH2:14][CH2:15][CH2:16][CH2:17][CH2:18][CH2:19][CH2:20][CH3:21])[CH:10]=2)[CH2:5]1)([CH2:22][OH:23])[CH2:2][OH:1] |f:1.2|. Reported procedure: A solution of compound 7 (53 mg, 0.14 mmol) and LiOH.H2O (45 mg, 1.1 mmol) in MeOH (3 ml), THF (1.5 ml) and water (3 ml) was stirred at 50° C. for 5 hours and diluted with ethyl acetate (20 ml). The solution was washed with brine (2×10 mL) and dried over magnesium sulfate and concentrated under vacuum. The residue was purified by column chromatography (Silica gel, 50% MeOH in CH2Cl2) to provide 35 mg of compound VPC104061(75%). Reactants: OCC(C1CC2=CC=C(C=C2CC1)CCCCCCCC)(CO)NC(C)=O (N-[2-Hydroxy-1-hydroxymethyl-1-(6-octyl-1,2,3,4-tetrahydro-naphthalen-2-yl)-ethyl]-acetamide), O[Li].O (LiOH.H2O). Starting materials: COc1cc(N2CCN(C(=O)Cn3nc(C(F)(F)F)c(Cl)c3C)CC2)c(C(C)=O)cc1Cl, NO. The product is COc1cc(N2CCN(C(=O)Cn3nc(C(F)(F)F)c(Cl)c3C)CC2)c(C(C)=NO)cc1Cl. Reaction SMILES: [C:1]([CH3:2])(=[O:3])[c:4]1[c:5]([N:13]2[CH2:14][CH2:15][N:16]([C:19]([CH2:20][n:21]3[n:22][c:23]([C:28]([F:29])([F:30])[F:31])[c:24]([Cl:27])[c:25]3[CH3:26])=[O:32])[CH2:17][CH2:18]2)[cH:6][c:7]([O:11][CH3:12])[c:8]([Cl:10])[cH:9]1.[NH2:33][OH:34]>>[C:1]([CH3:2])([c:4]1[c:5]([N:13]2[CH2:14][CH2:15][N:16]([C:19]([CH2:20][n:21]3[n:22][c:23]([C:28]([F:29])([F:30])[F:31])[c:24]([Cl:27])[c:25]3[CH3:26])=[O:32])[CH2:17][CH2:18]2)[cH:6][c:7]([O:11][CH3:12])[c:8]([Cl:10])[cH:9]1)=[N:33][OH:34]. Reactants: C(C)(=O)NC1=C(C(=O)O)C=C(C(=C1)[N+](=O)[O-])OC (2-acetamido-5-methoxy-4-nitrobenzoic acid). Run in O (water), Cl (hydrochloric acid). Conditions: temperature 0 celsius. Yields the product NC1=C(C(=O)O)C=C(C(=C1)[N+](=O)[O-])OC (2-amino-5-methoxy-4-nitrobenzoic acid). The yield is 36.6%. As a reaction SMILES: C([NH:4][C:5]1[CH:13]=[C:12]([N+:14]([O-:16])=[O:15])[C:11]([O:17][CH3:18])=[CH:10][C:6]=1[C:7]([OH:9])=[O:8])(=O)C>O.Cl>[NH2:4][C:5]1[CH:13]=[C:12]([N+:14]([O-:16])=[O:15])[C:11]([O:17][CH3:18])=[CH:10][C:6]=1[C:7]([OH:9])=[O:8]. Reported procedure: A solution of 2-acetamido-5-methoxy-4-nitrobenzoic acid (21.6 g, 85 mmol) in water (76 ml) and concentrated hydrochloric acid (30.5 ml) was heated at reflux for 3 hours. The reaction mixture was cooled to 0° C., the resulting solid was collected by filtration, washed with water and dried under vacuum to give 2-amino-5-methoxy-4-nitrobenzoic acid (I 6.6 g, 92%).